Dataset: the Open Reaction Database (ORD), a public repository of structured organic reaction records. Task: describe an organic reaction: reactants, conditions, products, and yield The reactants are [Si](C)(C)(C(C)(C)C)OCC=1C(=NC=CC1)Cl (3-({[tert-butyl(dimethyl)silyl]oxy}methyl)-2-chloropyridine), CC(C)([O-])C.[Na+] (sodium tert-butoxide), CNC=1C=NC=CC1 (3-(methylamino)pyridine). The reagents and catalysts are C=1C=CC(=CC1)/C=C/C(=O)/C=C/C2=CC=CC=C2.C=1C=CC(=CC1)/C=C/C(=O)/C=C/C2=CC=CC=C2.C=1C=CC(=CC1)/C=C/C(=O)/C=C/C2=CC=CC=C2.[Pd].[Pd] (tris(dibenzylideneacetone)-dipalladium(0)), [CH-]1C=CC=C1P(C2=CC=CC=C2)C3=CC=CC=C3.[CH-]1C=CC=C1P(C2=CC=CC=C2)C3=CC=CC=C3.[Fe+2] (1,1-bis(diphenylphosphino)ferrocene). Solvent: C1(=CC=CC=C1)C (toluene). Product: [Si](C)(C)(C(C)(C)C)OCC=1C(=NC=CC1)N(C=1C=NC=CC1)C (3-({[tert-butyl(dimethyl)silyl]oxy}methyl)-N-methyl-N-pyridin-3-ylpyridin-2-amine). Yield: 82.9%. Reaction SMILES: [Si:1]([O:8][CH2:9][C:10]1[C:11](Cl)=[N:12][CH:13]=[CH:14][CH:15]=1)([C:4]([CH3:7])([CH3:6])[CH3:5])([CH3:3])[CH3:2].CC(C)([O-])C.[Na+].[CH3:23][NH:24][C:25]1[CH:26]=[N:27][CH:28]=[CH:29][CH:30]=1>C1C=CC(/C=C/C(/C=C/C2C=CC=CC=2)=O)=CC=1.C1C=CC(/C=C/C(/C=C/C2C=CC=CC=2)=O)=CC=1.C1C=CC(/C=C/C(/C=C/C2C=CC=CC=2)=O)=CC=1.[Pd].[Pd].[CH-]1C(P(C2C=CC=CC=2)C2C=CC=CC=2)=CC=C1.[CH-]1C(P(C2C=CC=CC=2)C2C=CC=CC=2)=CC=C1.[Fe+2].C1(C)C=CC=CC=1>[Si:1]([O:8][CH2:9][C:10]1[C:11]([N:24]([CH3:23])[C:25]2[CH:26]=[N:27][CH:28]=[CH:29][CH:30]=2)=[N:12][CH:13]=[CH:14][CH:15]=1)([C:4]([CH3:7])([CH3:6])[CH3:5])([CH3:3])[CH3:2] |f:1.2,4.5.6.7.8,9.10.11|. Procedure details: 3-({[tert-butyl(dimethyl)silyl]oxy}methyl)-2-chloropyridine (1 g), tris(dibenzylideneacetone)-dipalladium(0) (89 mg), 1,1-bis(diphenylphosphino)ferrocene (108 mg), sodium tert-butoxide (559 mg), and 3-(methylamino)pyridine (629 mg) were combined, and 20 mL toluene was added. The mixture was heated 100 C under Ar for 16 h, then cooled to room temperature and filtered through celite, washing with CH2Cl2. The filtrate was concentrated and purified via flash chromatography to give 1.06 g of 3-({[ter... Reactants: ClC=1C=CC=2N(N1)C(=NN2)C (6-Chloro-3-methyl-[1,2,4]triazolo[4,3-b]pyridazine), CN[C@H](C)C1=CC=CC=C1 ((R)-N-methyl-1-phenylethanamine). Solvent: CN1CCCC1=O (NMP). Run at temperature 200 celsius. Yields the product CN(C=1C=CC=2N(N1)C(=NN2)C)[C@H](C)C2=CC=CC=C2 ((R)-N,3-dimethyl-N-(1-phenylethyl)-[1,2,4]triazolo[4,3-b]pyridazin-6-amine). RXN SMILES: Cl[C:2]1[CH:3]=[CH:4][C:5]2[N:6]([C:8]([CH3:11])=[N:9][N:10]=2)[N:7]=1.[CH3:12][NH:13][C@@H:14]([C:16]1[CH:21]=[CH:20][CH:19]=[CH:18][CH:17]=1)[CH3:15]>CN1C(=O)CCC1>[CH3:12][N:13]([C@@H:14]([C:16]1[CH:21]=[CH:20][CH:19]=[CH:18][CH:17]=1)[CH3:15])[C:2]1[CH:3]=[CH:4][C:5]2[N:6]([C:8]([CH3:11])=[N:9][N:10]=2)[N:7]=1. Procedure details: 6-Chloro-3-methyl-[1,2,4]triazolo[4,3-b]pyridazine (150 mg, 0.890 mmol; commercially available or prepared according to patent WO2006/039325A2), (R)-N-methyl-1-phenylethanamine (481 mg, 3.56 mmol; available from Aldrich) and anhydrous NMP (1 mL) were charged into a microwave tube equipped with a magnetic stirbar. After the vessel was sealed, the mixture was heated at 200° C. for 60 min using microwave irradiation. The reaction was purified by normal phase (gradient of 0% to 20% MeOH in CH2Cl2 as... The reactants are [NH4+].[Cl-] (NH4Cl), COC=1C=C(C=CC1OC)C(CCO)N1C(C2=CC=CC=C2C1)=O (3-(3',4'-dimethoxyphenyl)-3-(1'-oxoisoindolinyl)-1-propanol), C(C)Br (ethyl bromide), [H-].[Na+] (NaH). Reagents/catalysts: [I-].C(CCC)[N+](CCCC)(CCCC)CCCC (tetrabutyl ammonium iodide). Run in C1CCOC1 (THF). Reaction conditions: time 4 hour. The product is COC=1C=C(C=CC1OC)C(CCOCC)N1C(C2=CC=CC=C2C1)=O (3-(3',4'-dimethoxyphenyl)-1-ethoxy-3-(1'-oxoisoindolinyl)propane). The yield is 77.0%. RXN SMILES: [CH3:1][O:2][C:3]1[CH:4]=[C:5]([CH:11]([N:15]2[CH2:23][C:22]3[C:17](=[CH:18][CH:19]=[CH:20][CH:21]=3)[C:16]2=[O:24])[CH2:12][CH2:13][OH:14])[CH:6]=[CH:7][C:8]=1[O:9][CH3:10].[CH2:25](Br)[CH3:26].[H-].[Na+].[NH4+].[Cl-]>[I-].C([N+](CCCC)(CCCC)CCCC)CCC.C1COCC1>[CH3:1][O:2][C:3]1[CH:4]=[C:5]([CH:11]([N:15]2[CH2:23][C:22]3[C:17](=[CH:18][CH:19]=[CH:20][CH:21]=3)[C:16]2=[O:24])[CH2:12][CH2:13][O:14][CH2:25][CH3:26])[CH:6]=[CH:7][C:8]=1[O:9][CH3:10] |f:2.3,4.5,6.7|. Reported procedure: To a stirred solution of 3-(3',4'-dimethoxyphenyl)-3-(1'-oxoisoindolinyl)-1-propanol (500 mg, 1.53 mmol), ethyl bromide (0.27 mL, 3.62 mmol) and tetrabutyl ammonium iodide (60 mg, 0.16 mmol) in THF (10 mL) at room temperature, was added NaH (160 mg, 60%, 4.0 mmol). The mixture was stirred at room temperature for 4 h. To the mixture was added NH4Cl (20 mL, sat). The organic layer was separated. The aqueous layer was extracted with methylene chloride (2×25 mL). The combined organic layer was dried... The reactants are Grignard reagent, O(C1=CC=CC=C1)C=1C=C(C=CC1)Br (3-phenoxyphenyl bromide), [Mg] (magnesium), C(C)(=O)OCC(=CC1(CC1)C1=CC=C(C=C1)OC(F)(F)F)F (1-(3-Acetoxy-2-fluoroprop-1-enyl)-1-(4-trifluoromethoxyphenyl)cyclopropane). Solvent: O1CCCC1 (tetrahydrofuran). Yields the product C8, FC(=CC1(CC1)C1=CC=C(C=C1)OC(F)(F)F)CC1=CC(=CC=C1)OC1=CC=CC=C1 (1-(2-fluoro-3-(3-phenoxyphenyl)prop-1-enyl)-1-(4-trifluoromethoxyphenyl) cyclopropane). Yield: 26.7%. As a reaction SMILES: [O:1]([C:8]1[CH:9]=[C:10](Br)[CH:11]=[CH:12][CH:13]=1)[C:2]1[CH:7]=[CH:6][CH:5]=[CH:4][CH:3]=1.[Mg].C(O[CH2:20][C:21]([F:37])=[CH:22][C:23]1([C:26]2[CH:31]=[CH:30][C:29]([O:32][C:33]([F:36])([F:35])[F:34])=[CH:28][CH:27]=2)[CH2:25][CH2:24]1)(=O)C>O1CCCC1>[F:37][C:21]([CH2:20][C:10]1[CH:11]=[CH:12][CH:13]=[C:8]([O:1][C:2]2[CH:7]=[CH:6][CH:5]=[CH:4][CH:3]=2)[CH:9]=1)=[CH:22][C:23]1([C:26]2[CH:31]=[CH:30][C:29]([O:32][C:33]([F:34])([F:35])[F:36])=[CH:28][CH:27]=2)[CH2:25][CH2:24]1. Procedure: The method of Example 25 was repeated using a Grignard reagent, prepared from 3-phenoxyphenyl bromide (0.16 g), tetrahydrofuran (2 ml) and magnesium (17 mg) and 1-(3-acetoxy-2-fluoroprop-1-enyl)-1-(4-trifluoromethoxyphenyl)cyclopropane (Example 19) (0.128 g). The residue after evaporation was purified by preparative thin layer chromatography (solvent: diethyl ether/hexane; 1:9) and then preparative high performance liquid chromatography (column: C8; solvent: methanol; flow rate: 3 ml/min) to aff... Reactants: C(Cl)Cl (methylene chloride), ClC1=CC=C(C=C1)S(=O)(=O)NCC(CC=1C=NC=CC1)C1=CC=C(C=O)C=C1 (4-[3-(4-chlorobenzenesulfonamido)-1-(3-pyridyl)-2-propyl]benzaldehyde), C(=O)(OCC)CC=P(C1=CC=CC=C1)(C1=CC=CC=C1)C1=CC=CC=C1 ((carboethoxyethylidene)triphenylphosphorane), O (water). Solvent: C(Cl)(Cl)Cl (chloroform). The product is ClC1=CC=C(C=C1)S(=O)(=O)NCC(CC=1C=NC=CC1)C1=CC=C(C=C(C(=O)OCC)C)C=C1 (ethyl 4-[3-(4-chlorobenzenesulfonamido)-1-(3-pyridyl)-2-propyl]-α-methylcinnamate). RXN SMILES: [Cl:1][C:2]1[CH:7]=[CH:6][C:5]([S:8]([NH:11][CH2:12][CH:13]([C:21]2[CH:28]=[CH:27][C:24](C=O)=[CH:23][CH:22]=2)[CH2:14][C:15]2[CH:16]=[N:17][CH:18]=[CH:19][CH:20]=2)(=[O:10])=[O:9])=[CH:4][CH:3]=1.[C:29]([CH2:34][CH:35]=P(C1C=CC=CC=1)(C1C=CC=CC=1)C1C=CC=CC=1)([O:31][CH2:32][CH3:33])=[O:30].O.[CH2:56](Cl)Cl>C(Cl)(Cl)Cl>[Cl:1][C:2]1[CH:7]=[CH:6][C:5]([S:8]([NH:11][CH2:12][CH:13]([C:21]2[CH:28]=[CH:27][C:24]([CH:56]=[C:34]([CH3:35])[C:29]([O:31][CH2:32][CH3:33])=[O:30])=[CH:23][CH:22]=2)[CH2:14][C:15]2[CH:16]=[N:17][CH:18]=[CH:19][CH:20]=2)(=[O:9])=[O:10])=[CH:4][CH:3]=1. Procedure details: The solution of 220 mg of 4-[3-(4-chlorobenzenesulfonamido)-1-(3-pyridyl)-2-propyl]benzaldehyde and 420 mg of (carboethoxyethylidene)triphenylphosphorane in 20 ml of chloroform in solution was stirred under heating for five hours. To the reaction mixture was added water, followed by separation of the organic phase, which was then extracted with methylene chloride. After washing in saturated aqueous sodium chloride solution, the product was then dried over magnesium sulfate, followed by evaporati...